This data is from the Open Reaction Database (ORD), a public repository of structured organic reaction records. The task is: describe an organic reaction: reactants, conditions, products, and yield Starting materials: N1=CC(=CC=C1)C1=C(C=CC(=C1)C(F)(F)F)/C=C/C(=O)O ((2E)-3-[2-(3-pyridyl)-4-(trifluoromethyl)phenyl]prop-2-enoic acid), NC=1C=NC2=CC=CC=C2C1 (3-aminoquinoline). Yields the product N1=CC(=CC=C1)C1=C(C=CC(=C1)C(F)(F)F)/C=C/C(=O)NC=1C=NC2=CC=CC=C2C1 ((2E)-3-[2-(3-Pyridyl)-4-(trifluoromethyl)phenyl]-N-(3-quinolyl)prop-2-enamide). Reaction SMILES: [N:1]1[CH:6]=[CH:5][CH:4]=[C:3]([C:7]2[CH:12]=[C:11]([C:13]([F:16])([F:15])[F:14])[CH:10]=[CH:9][C:8]=2/[CH:17]=[CH:18]/[C:19](O)=[O:20])[CH:2]=1.[NH2:22][C:23]1[CH:24]=[N:25][C:26]2[C:31]([CH:32]=1)=[CH:30][CH:29]=[CH:28][CH:27]=2>>[N:1]1[CH:6]=[CH:5][CH:4]=[C:3]([C:7]2[CH:12]=[C:11]([C:13]([F:15])([F:16])[F:14])[CH:10]=[CH:9][C:8]=2/[CH:17]=[CH:18]/[C:19]([NH:22][C:23]2[CH:24]=[N:25][C:26]3[C:31]([CH:32]=2)=[CH:30][CH:29]=[CH:28][CH:27]=3)=[O:20])[CH:2]=1. Procedure details: Analogous to the procedure used to prepare Example 1, (2E)-3-[2-(3-pyridyl)-4-(trifluoromethyl)phenyl]prop-2-enoic acid, Example 106(b), (185 mg) and 3-aminoquinoline (64 mg, 0.44 mmol, Aldrich) provided, after purification by silica gel chromatography (gradient: 0-45% EtOAc in hexane), the title compound as a white solid. MP 196-199° C. MS (ESI, pos. ion) m/z: 420 (M+1). The reactants are FC(C=1C=C(C=CC1)CN)(F)F ((3-(trifluoromethyl)phenyl)methanamine), O=C1N(CCC1(C1=CC=CC=C1)C1=CC=CC=C1)CC(=O)O (2-(2-oxo-3,3-diphenylpyrrolidin-1-yl)acetic acid), 2-(1H-benzo[d][1,2,3]triazol-1-yl)-1,1,3,3-tetramethylisouronium hexafluorophosphate(V), C(C)(C)N(CC)C(C)C (diisopropylethylamine). Solvent: ClCCl (dichloromethane). Conditions: time 8 hour. Yields the product O=C1N(CCC1(C1=CC=CC=C1)C1=CC=CC=C1)CC(=O)NCC1=CC(=CC=C1)C(F)(F)F (2-(2-oxo-3,3-diphenylpyrrolidin-1-yl)-N-[3-(trifluoromethyl)benzyl]acetamide). RXN SMILES: [O:1]=[C:2]1[C:6]([C:13]2[CH:18]=[CH:17][CH:16]=[CH:15][CH:14]=2)([C:7]2[CH:12]=[CH:11][CH:10]=[CH:9][CH:8]=2)[CH2:5][CH2:4][N:3]1[CH2:19][C:20](O)=[O:21].C(N(C(C)C)CC)(C)C.[F:32][C:33]([F:43])([F:42])[C:34]1[CH:35]=[C:36]([CH2:40][NH2:41])[CH:37]=[CH:38][CH:39]=1>ClCCl>[O:1]=[C:2]1[C:6]([C:7]2[CH:8]=[CH:9][CH:10]=[CH:11][CH:12]=2)([C:13]2[CH:18]=[CH:17][CH:16]=[CH:15][CH:14]=2)[CH2:5][CH2:4][N:3]1[CH2:19][C:20]([NH:41][CH2:40][C:36]1[CH:37]=[CH:38][CH:39]=[C:34]([C:33]([F:32])([F:42])[F:43])[CH:35]=1)=[O:21]. Procedure: To 2-(2-oxo-3,3-diphenylpyrrolidin-1-yl)acetic acid (Example 1C, 0.051 g, 0.173 mmol) and 2-(1H-benzo[d][1,2,3]triazol-1-yl)-1,1,3,3-tetramethylisouronium hexafluorophosphate(V) (0.072 g, 0.190 mmol) in dichloromethane (0.5 mL) was added diisopropylethylamine (0.045 mL, 0.259 mmol) followed by (3-(trifluoromethyl)phenyl)methanamine (0.030 mL, 0.207 mmol). After stirring overnight, the reaction was loaded onto a silica gel column (SF15-12, Analogix®, Burlington, Wis.), and the title compound was ... Reactants: N=1NC=C2C(=CCCC12)C1=CC=C(C#N)C=C1 (4-(6,7-dihydro-2H-indazol-4-yl)benzonitrile), C1CCOC1 (THF). The reagents and catalysts are [Pd] (Pd/C). Run in CO (MeOH). Yields the product N=1NC=C2C(CCCC12)C1=CC=C(C#N)C=C1 ((+/−)-4-[4,5,6,7-Tetrahydro-2H-indazol-4-yl]benzonitrile). Yield: 97.3%. Reaction SMILES: [N:1]1[NH:2][CH:3]=[C:4]2[C:9]=1[CH2:8][CH2:7][CH:6]=[C:5]2[C:10]1[CH:17]=[CH:16][C:13]([C:14]#[N:15])=[CH:12][CH:11]=1.C1COCC1>[Pd].CO>[N:1]1[NH:2][CH:3]=[C:4]2[C:9]=1[CH2:8][CH2:7][CH2:6][CH:5]2[C:10]1[CH:11]=[CH:12][C:13]([C:14]#[N:15])=[CH:16][CH:17]=1. Procedure details: 4-(6,7-dihydro-2H-indazol-4-yl)benzonitrile (3.21 g, 14.5 mmol) is added to THF (10 mL), MeOH (10 mL), and 5% Pd/C (0.2 g) and hydrogenated under a balloon of H2 at room temperature for two hours. The mixture is filtered through a pad of diatomaceous earth and evaporated to dryness. The residue is purified by silica gel flash chromatography eluting with 50%-70% ethyl acetate/hexanes, to give the title compound (3.15 g, 97%). Run at temperature -78 celsius, time 1 hour. Yields the product CC(C)(C#CC(CC)(O)C)O (2,5-dimethylhept-3-yne-2,5-diol). Procedure details: A solution of 2-methyl-3-butyne-2-ol (15 g, 0.178 mol) in tetrahydrofuran (150 ml) is cooled to −78° C. under a nitrogen atmosphere and n-butyl lithium (1.6 molar solution in hexanes, 244 ml, 0.39 mol) is added slowly over 1.5-2.0 hours. The reaction mixture is stirred for 1 hour at −78° C. and to this mixture a solution of 2-butanone (24 ml, 0.266 mol) in tetrahydrofuran (24 ml) is added. The reaction mixture is stirred at −78° C. for one hour and allowed to come to ambient temperature and stir... Starting materials: C(CCC)[Li] (n-butyl lithium), CC(C)(C#C)O (2-methyl-3-butyne-2-ol), CC(CC)=O (2-butanone). Solvent: O1CCCC1 (tetrahydrofuran), O1CCCC1 (tetrahydrofuran). The yield is 53.9%. RXN SMILES: [CH3:1][C:2]([OH:6])([C:4]#[CH:5])[CH3:3].[CH2:7]([Li])CCC.[CH3:12][C:13](=[O:16])[CH2:14]C>O1CCCC1>[CH3:12][C:13]([OH:16])([C:5]#[C:4][C:2]([CH3:3])([OH:6])[CH2:1][CH3:7])[CH3:14]. Starting materials: Cc1c(Cc2ccccc2)c(=O)oc2cc(O)ccc12, [I-], C[n+]1ccn(C(=O)N2CCCc3ccccc32)c1. Yields the product Cc1c(Cc2ccccc2)c(=O)oc2cc(OC(=O)N3CCCc4ccccc43)ccc12. RXN SMILES: [CH2:1]([c:2]1[cH:3][cH:4][cH:5][cH:6][cH:7]1)[c:8]1[c:9](=[O:20])[o:10][c:11]2[cH:12][c:13]([OH:19])[cH:14][cH:15][c:16]2[c:17]1[CH3:18].[I-:21].[N:22]1([C:32](=[O:33])[n:34]2[cH:35][cH:36][n+:37]([CH3:38])[cH:39]2)[CH2:23][CH2:24][CH2:25][c:26]2[cH:27][cH:28][cH:29][cH:30][c:31]21>>[CH2:1]([c:2]1[cH:3][cH:4][cH:5][cH:6][cH:7]1)[c:8]1[c:9](=[O:20])[o:10][c:11]2[cH:12][c:13]([O:19][C:32]([N:22]3[CH2:23][CH2:24][CH2:25][c:26]4[cH:27][cH:28][cH:29][cH:30][c:31]43)=[O:33])[cH:14][cH:15][c:16]2[c:17]1[CH3:18].